From a dataset of the Open Reaction Database (ORD), a public repository of structured organic reaction records. describe an organic reaction: reactants, conditions, products, and yield Starting materials: NC1=C2C(=NC=N1)N(N=C2I)C2=CC=C(C=O)C=C2 (4-(4-amino-3-iodo-1H-pyrazolo[3,4-d]pyrimidin-1-yl)benzaldehyde), COC1=C(C=CC(=C1)B1OC(C(O1)(C)C)(C)C)NC(C1=C(C=C(C=C1)C(F)(F)F)F)=O (N1-[2-methoxy-4-(4,4,5,5-tetramethyl-1,3,2-dioxaborolan-2-yl)phenyl]-2-fluoro-4-(trifluoromethyl)benzamide), C([O-])([O-])=O.[Na+].[Na+] (sodium carbonate). The reagents and catalysts are C1(=CC=CC=C1)P(C1=CC=CC=C1)C1=CC=CC=C1.C1(=CC=CC=C1)P(C1=CC=CC=C1)C1=CC=CC=C1.C1(=CC=CC=C1)P(C1=CC=CC=C1)C1=CC=CC=C1.C1(=CC=CC=C1)P(C1=CC=CC=C1)C1=CC=CC=C1.[Pd] (palladium tetrakis(triphenylphosphine)), COC1=C(C=CC(=C1)B1OC(C(O1)(C)C)(C)C)NC(C1=C(C=C(C=C1)C(F)(F)F)F)=O (N1-[2-methoxy-4-(4,4,5,5-tetramethyl-1,3,2-dioxaborolan-2-yl)phenyl]-2-fluoro-4-(trifluoromethyl)benzamide). Solvent: COCCOC (DME), O (water). Run at temperature 85 celsius. Product: NC1=C2C(=NC=N1)N(N=C2C2=CC(=C(C=C2)NC(C2=C(C=C(C=C2)C(F)(F)F)F)=O)OC)C2=CC=C(C=C2)C=O (N1-{4-[4-amino-1-(4-formylphenyl)-1H-pyrazolo[3,4-d]pyrimidin-3-yl]-2-methoxyphenyl}-2-fluoro-4-(trifluoromethyl)benzamide). Yield: 67.0%. RXN SMILES: [NH2:1][C:2]1[N:7]=[CH:6][N:5]=[C:4]2[N:8]([C:12]3[CH:19]=[CH:18][C:15]([CH:16]=[O:17])=[CH:14][CH:13]=3)[N:9]=[C:10](I)[C:3]=12.[CH3:20][O:21][C:22]1[CH:27]=[C:26](B2OC(C)(C)C(C)(C)O2)[CH:25]=[CH:24][C:23]=1[NH:37][C:38](=[O:50])[C:39]1[CH:44]=[CH:43][C:42]([C:45]([F:48])([F:47])[F:46])=[CH:41][C:40]=1[F:49].C(=O)([O-])[O-].[Na+].[Na+]>COCCOC.O.C1(P(C2C=CC=CC=2)C2C=CC=CC=2)C=CC=CC=1.C1(P(C2C=CC=CC=2)C2C=CC=CC=2)C=CC=CC=1.C1(P(C2C=CC=CC=2)C2C=CC=CC=2)C=CC=CC=1.C1(P(C2C=CC=CC=2)C2C=CC=CC=2)C=CC=CC=1.[Pd].COC1C=C(B2OC(C)(C)C(C)(C)O2)C=CC=1NC(=O)C1C=CC(C(F)(F)F)=CC=1F>[NH2:1][C:2]1[N:7]=[CH:6][N:5]=[C:4]2[N:8]([C:12]3[CH:19]=[CH:18][C:15]([CH:16]=[O:17])=[CH:14][CH:13]=3)[N:9]=[C:10]([C:26]3[CH:25]=[CH:24][C:23]([NH:37][C:38](=[O:50])[C:39]4[CH:44]=[CH:43][C:42]([C:45]([F:47])([F:48])[F:46])=[CH:41][C:40]=4[F:49])=[C:22]([O:21][CH3:20])[CH:27]=3)[C:3]=12 |f:2.3.4,7.8.9.10.11|. Procedure details: A mixture of 4-(4-amino-3-iodo-1H-pyrazolo[3,4-d]pyrimidin-1-yl)benzaldehyde (0.400 g, 1.09 mmol), N1-[2-methoxy-4-(4,4,5,5-tetramethyl-1,3,2-dioxaborolan-2-yl)phenyl]-2-fluoro-4-(trifluoromethyl)benzamide (0.735 g, 1.20 mmol), palladium tetrakis(triphenylphosphine) (0.127 g, 0.110 mmol), and sodium carbonate (0.279 g, 2.63 mmol) in DME (10 mL) and water (10 mL) was heated at 85° C. for 1 h. Additional N1-[2-methoxy-4-(4,4,5,5-tetramethyl-1,3,2-dioxaborolan-2-yl)phenyl]-2-fluoro-4-(trifluorometh...